Dataset: the Open Reaction Database (ORD), a public repository of structured organic reaction records. Task: describe an organic reaction: reactants, conditions, products, and yield The reactants are N1CCC2(CC1)CSC1=C(O2)C2=CC=CC=C2C(C1=O)=O (spiro[naphtho[1,2-b][1,4]oxathiine-2,4′-piperidine]-5,6-dione), BrCC1CC1 ((bromomethyl)cyclopropane). Product: C1(CC1)CN1CCC2(CC1)CSC1=C(O2)C2=CC=CC=C2C(C1=O)=O (1′-(cyclopropylmethyl)spiro[naphtho[1,2-b][1,4]oxathiine-2,4′-piperidine]-5,6-dione). Reaction SMILES: [NH:1]1[CH2:6][CH2:5][C:4]2([O:11][C:10]3[C:12]4[C:17]([C:18](=[O:21])[C:19](=[O:20])[C:9]=3[S:8][CH2:7]2)=[CH:16][CH:15]=[CH:14][CH:13]=4)[CH2:3][CH2:2]1.Br[CH2:23][CH:24]1[CH2:26][CH2:25]1>>[CH:24]1([CH2:23][N:1]2[CH2:2][CH2:3][C:4]3([O:11][C:10]4[C:12]5[C:17]([C:18](=[O:21])[C:19](=[O:20])[C:9]=4[S:8][CH2:7]3)=[CH:16][CH:15]=[CH:14][CH:13]=5)[CH2:5][CH2:6]2)[CH2:26][CH2:25]1. Reported procedure: Compound 122 was synthesized using spiro[naphtho[1,2-b][1,4]oxathiine-2,4′-piperidine]-5,6-dione, (bromomethyl)cyclopropane and conditions outlined in procedure V. M.p.=161-164° C.; 400 MHz 1H NMR (CDCl3) δ: 8.05 (d, 1H), 7.75 (d, 1H), 7.65 (t, 1H), 7.5 (t, 1H), 2.95 (m, 4H), 2.5 (t, 2H), 2.35 (d, 2H), 2.15 (d, 2H), 1.9 (t, 2H), 0.9 (s, 1H), 0.55 (d, 2H), 0.15 (s, 2H); LCMS: 356 [M+H]. Reactants: C1CNC1, CCOCC12Cc3cnn(-c4ccc(F)cc4)c3C=C1CCN(S(=O)(=O)c1ccc(Cl)nc1)C2. Yields the product CCOCC12Cc3cnn(-c4ccc(F)cc4)c3C=C1CCN(S(=O)(=O)c1ccc(N3CCC3)nc1)C2. RXN SMILES: [CH2:35]1[CH2:36][NH:37][CH2:38]1.[Cl:1][c:2]1[cH:3][cH:4][c:5]([S:8](=[O:9])(=[O:10])[N:11]2[CH2:12][C:13]3([CH2:31][O:32][CH2:33][CH3:34])[CH2:14][c:15]4[c:16]([n:21](-[c:24]5[cH:25][cH:26][c:27]([F:30])[cH:28][cH:29]5)[n:22][cH:23]4)[CH:17]=[C:18]3[CH2:19][CH2:20]2)[cH:6][n:7]1>>[c:2]1([N:37]2[CH2:36][CH2:35][CH2:38]2)[cH:3][cH:4][c:5]([S:8](=[O:9])(=[O:10])[N:11]2[CH2:12][C:13]3([CH2:31][O:32][CH2:33][CH3:34])[CH2:14][c:15]4[c:16]([n:21](-[c:24]5[cH:25][cH:26][c:27]([F:30])[cH:28][cH:29]5)[n:22][cH:23]4)[CH:17]=[C:18]3[CH2:19][CH2:20]2)[cH:6][n:7]1. Starting materials: C(C=C)C1=NN=C(S1)N=C=O (5-allyl-1,3,4-thiadiazol-2-yl isocyanate), dimethyl acetal, CNCC=O (2-methylaminoacetaldehyde). Run in C1=CC=CC=C1 (benzene), C1=CC=CC=C1 (benzene). Yields the product dimethyl acetal, CN(C(=O)NC=1SC(=NN1)CC=C)CC=O (2-[1-methyl-3-(5-allyl-1,3,4-thiadiazol-2-yl)-ureido]acetaldehyde). RXN SMILES: [CH2:1]([C:4]1[S:8][C:7]([N:9]=[C:10]=[O:11])=[N:6][N:5]=1)[CH:2]=[CH2:3].[CH3:12][NH:13][CH2:14][CH:15]=[O:16]>C1C=CC=CC=1>[CH3:12][N:13]([CH2:14][CH:15]=[O:16])[C:10]([NH:9][C:7]1[S:8][C:4]([CH2:1][CH:2]=[CH2:3])=[N:5][N:6]=1)=[O:11]. Procedure details: A mixture of 5-allyl-1,3,4-thiadiazol-2-yl isocyanate dimer (0.05 mole), the dimethyl acetal of 2-methylaminoacetaldehyde (0.1 mole) and benzene (60 ml) is charged into a glass reaction vessel equipped with a mechanical stirrer and reflux condenser. The reaction mixture is heated at reflux for a period of about 15 minutes. After this time the mixture is stripped of benzene under reduced pressure to yield a solid product as the residue. The residue is then recrystallized to yield the desired prod... Starting materials: NC1=NC(=CC(=N1)N1CCC2(C[C@H](N(C2)C(=O)OC(C)(C)C)C(=O)OCC)CC1)O[C@@H](C(F)(F)F)C1=C(C=CC(=C1)Cl)C1=CC(=CC=C1)S(=O)(=O)C ((S)-2-tert-butyl 3-ethyl 8-(2-amino-6-((R)-1-(4-chloro-3′-(methylsulfonyl)-[1,1′-biphenyl]-2-yl)-2,2,2-trifluoroethoxy)pyrimidin-4-yl)-2,8-diazaspiro[4.5]decane-2,3-dicarboxylate), C(CCC)[Sn](C=CC)(CCCC)CCCC (tributyl(prop-1-enyl)stannane), [F-].[Cs+] (CsF). Reagents/catalysts: CC(C)(C)P(C(C)(C)C)C(C)(C)C.CC(C)(C)P(C(C)(C)C)C(C)(C)C.[Pd] (Pd(t-Bu3P)2). The solvent is CN(C)C=O (DMF). Reaction conditions: temperature 130 celsius. Product: NC1=NC(=CC(=N1)N1CCC2(C[C@H](N(C2)C(=O)OC(C)(C)C)C(=O)OCC)CC1)O[C@@H](C(F)(F)F)C1=C(C=CC(=C1)C=CC)C1=CC(=CC=C1)S(=O)(=O)C ((S)-2-tert-butyl 3-ethyl 8-(2-amino-6-((R)-2,2,2-trifluoro-1-(3′-(methylsulfonyl)-4-(prop-1-en-1-yl)-[1,1′-biphenyl]-2-yl)ethoxy)pyrimidin-4-yl)-2,8-diazaspiro[4.5]decane-2,3-dicarboxylate). RXN SMILES: [NH2:1][C:2]1[N:7]=[C:6]([N:8]2[CH2:29][CH2:28][C:11]3([CH2:15][N:14]([C:16]([O:18][C:19]([CH3:22])([CH3:21])[CH3:20])=[O:17])[C@H:13]([C:23]([O:25][CH2:26][CH3:27])=[O:24])[CH2:12]3)[CH2:10][CH2:9]2)[CH:5]=[C:4]([O:30][C@H:31]([C:36]2[CH:41]=[C:40](Cl)[CH:39]=[CH:38][C:37]=2[C:43]2[CH:48]=[CH:47][CH:46]=[C:45]([S:49]([CH3:52])(=[O:51])=[O:50])[CH:44]=2)[C:32]([F:35])([F:34])[F:33])[N:3]=1.[CH2:53]([Sn](CCCC)(CCCC)C=CC)[CH2:54][CH2:55]C.[F-].[Cs+]>CN(C=O)C.CC(P(C(C)(C)C)C(C)(C)C)(C)C.CC(P(C(C)(C)C)C(C)(C)C)(C)C.[Pd]>[NH2:1][C:2]1[N:7]=[C:6]([N:8]2[CH2:29][CH2:28][C:11]3([CH2:15][N:14]([C:16]([O:18][C:19]([CH3:22])([CH3:21])[CH3:20])=[O:17])[C@H:13]([C:23]([O:25][CH2:26][CH3:27])=[O:24])[CH2:12]3)[CH2:10][CH2:9]2)[CH:5]=[C:4]([O:30][C@H:31]([C:36]2[CH:41]=[C:40]([CH:53]=[CH:54][CH3:55])[CH:39]=[CH:38][C:37]=2[C:43]2[CH:48]=[CH:47][CH:46]=[C:45]([S:49]([CH3:52])(=[O:51])=[O:50])[CH:44]=2)[C:32]([F:35])([F:34])[F:33])[N:3]=1 |f:2.3,5.6.7|. Reported procedure: To a solution of (S)-2-tert-butyl 3-ethyl 8-(2-amino-6-((R)-1-(4-chloro-3′-(methylsulfonyl)-[1,1′-biphenyl]-2-yl)-2,2,2-trifluoroethoxy)pyrimidin-4-yl)-2,8-diazaspiro[4.5]decane-2,3-dicarboxylate (500 mg, 0.65 mmol) in DMF (10 mL) was added tributyl(prop-1-enyl)stannane (258 mg, 0.78 mmol), Pd(t-Bu3P)2 (33 mg, 0.065 mmol), and CsF (217 mg, 1.43 mmol). The reaction was heated to 130° C. in a sealed tube for 3 h, then cooled to RT. The reaction mixture was partitioned between water and CH2Cl2, and... Starting materials: [Br-], COc1ccccc1CC(=O)N1CC2C(=O)C=CC(C)(C)C2C1, COc1ccccc1[Mg+], CCOC(C)=O, [Ce+3], [Cl-], [Cl-], [Cl-], [Cl-], [NH4+], C1CCOC1. Product: COc1ccccc1CC(=O)N1CC2C(C1)C(O)(c1ccccc1OC)C=CC2(C)C. Reaction SMILES: [Br-:1].[CH3:11][C:12]1([CH3:33])[CH:13]=[CH:14][C:15](=[O:32])[CH:16]2[CH2:17][N:18]([C:21]([CH2:22][c:23]3[c:24]([O:29][CH3:30])[cH:25][cH:26][cH:27][cH:28]3)=[O:31])[CH2:19][CH:20]12.[CH3:2][O:3][c:4]1[c:5]([Mg+:10])[cH:6][cH:7][cH:8][cH:9]1.[CH3:45][CH2:46][O:47][C:48](=[O:49])[CH3:50].[Ce+3:35].[Cl-:34].[Cl-:36].[Cl-:37].[Cl-:38].[NH4+:39].[O:40]1[CH2:41][CH2:42][CH2:43][CH2:44]1>>[CH3:2][O:3][c:4]1[c:5]([C:15]2([OH:32])[CH:14]=[CH:13][C:12]([CH3:11])([CH3:33])[CH:20]3[CH:16]2[CH2:17][N:18]([C:21]([CH2:22][c:23]2[c:24]([O:29][CH3:30])[cH:25][cH:26][cH:27][cH:28]2)=[O:31])[CH2:19]3)[cH:6][cH:7][cH:8][cH:9]1. The reactants are BrCC(COC=1C=C2CCC(NC2=CC1)=O)=O (6-(3-bromo-2-oxopropoxy)-3,4-dihydroquinolin-2(1H)-one), ClC=1C=C(C=CC1Cl)NC(=S)N (1-(3,4-dichlorophenyl)thiourea). Solvent: C(C)O (ethanol). The product is ClC=1C=C(C=CC1Cl)NC=1SC=C(N1)COC=1C=C2CCC(NC2=CC1)=O (6-((2-(3,4-dichlorophenylamino)thiazol-4-yl)methoxy)-3,4-dihydroquinolin-2(1H)-one). Yield: 23.6%. As a reaction SMILES: Br[CH2:2][C:3](=O)[CH2:4][O:5][C:6]1[CH:7]=[C:8]2[C:13](=[CH:14][CH:15]=1)[NH:12][C:11](=[O:16])[CH2:10][CH2:9]2.[Cl:18][C:19]1[CH:20]=[C:21]([NH:26][C:27]([NH2:29])=[S:28])[CH:22]=[CH:23][C:24]=1[Cl:25]>C(O)C>[Cl:18][C:19]1[CH:20]=[C:21]([NH:26][C:27]2[S:28][CH:2]=[C:3]([CH2:4][O:5][C:6]3[CH:7]=[C:8]4[C:13](=[CH:14][CH:15]=3)[NH:12][C:11](=[O:16])[CH2:10][CH2:9]4)[N:29]=2)[CH:22]=[CH:23][C:24]=1[Cl:25]. Procedure: To a stirred solution of 6-(3-bromo-2-oxopropoxy)-3,4-dihydroquinolin-2(1H)-one (0.15 g, 0.503 mmol) in ethanol (3 mL) was added 1-(3,4-dichlorophenyl)thiourea (0.133 g, 0.604 mmol). The reaction mixture was refluxed for 12 h, then concentrated and purified by preparative HPLC to afford a white solid (0.05 g, 24%). 1H NMR 400 MHz, DMSO-d6: δ 2.40 (t, J=7.20 Hz, 2H), 2.85 (t, J=8.00 Hz, 2H), 4.99 (s, 2H), 6.80 (d, J=8.80 Hz, 1H), 6.87 (q, J=2.80 Hz, 1H), 6.92 (d, J=2.40 Hz, 1H), 6.98 (s, 1H), 7.4... Starting materials: [C-]#N.[K+] (KCN), C(=C)C1=NC=CC=C1 (2-Vinyl pyridine), C(=O)([O-])[O-].[Na+].[Na+] (Na2CO3), C(#N)CCC1=NC=CC=C1 (2-(2-cyanoethyl)-pyridine), C(C)(=O)OC(C)=O (acetic anhydride), 0.88NH3. Reagents/catalysts: [Ni] (RaNi). Run in O (water), CCO (EtOH). Run at time 16 hour. The product is N1=C(C=CC=C1)CCCN (3-(2-pyridinyl)-1-propanamine). Yield: 97.9%. Reaction SMILES: C(C1C=CC=CN=1)=C.C(OC(=O)C)(=O)C.[C-]#N.[K+].C([O-])([O-])=O.[Na+].[Na+].[C:25]([CH2:27][CH2:28][C:29]1[CH:34]=[CH:33][CH:32]=[CH:31][N:30]=1)#[N:26]>O.CCO.[Ni]>[N:30]1[CH:31]=[CH:32][CH:33]=[CH:34][C:29]=1[CH2:28][CH2:27][CH2:25][NH2:26] |f:2.3,4.5.6|. Procedure: 2-Vinyl pyridine (105 g) and acetic anhydride (204 g) were combined at room temperature, and a solution of KCN (130 g) in 250 ml of water was added dropwise to the stirring solution. The rate of addition was adjusted to maintain a gentle reflux. After the addition was complete, the mixture was refluxed for 22 h, and the pH of the solution then adjusted to 8 with aqueous Na2CO3 solution. The mixture was extracted with DCM (600 ml), the extracts dried over MgSO4 and then evaporated to a brown oil....